This data is from the Open Reaction Database (ORD), a public repository of structured organic reaction records. The task is: describe an organic reaction: reactants, conditions, products, and yield Reactants: N1=C(C=CC2=CC=CC=C12)COC1=CC=C(C=O)C=C1 (4-(2-quinolinylmethoxy)benzaldehyde), C1(=CC=CC=C1)CCC[Mg]Br (3-phenylpropylmagnesium bromide), C1CCOC1 (THF). Reaction conditions: time 30 minute. Product: C1(=CC=CC=C1)C(CCCO)C1=CC=C(C=C1)OCC1=NC2=CC=CC=C2C=C1 (4-phenyl-4-(4-(2-quinolinylmethoxy)phenyl)butanol). Reaction SMILES: [N:1]1[C:10]2[C:5](=[CH:6][CH:7]=[CH:8][CH:9]=2)[CH:4]=[CH:3][C:2]=1[CH2:11][O:12][C:13]1[CH:20]=[CH:19][C:16]([CH:17]=O)=[CH:15][CH:14]=1.[C:21]1(CCC[Mg]Br)[CH:26]=[CH:25][CH:24]=[CH:23][CH:22]=1.[CH2:32]1C[O:35][CH2:34][CH2:33]1>>[C:21]1([CH:17]([C:16]2[CH:19]=[CH:20][C:13]([O:12][CH2:11][C:2]3[CH:3]=[CH:4][C:5]4[C:10](=[CH:9][CH:8]=[CH:7][CH:6]=4)[N:1]=3)=[CH:14][CH:15]=2)[CH2:32][CH2:33][CH2:34][OH:35])[CH:22]=[CH:23][CH:24]=[CH:25][CH:26]=1. Procedure: To a solution of the aldehyde from Step I, (1.34 g) in THF at 0° was added dropwise the 3-phenylpropylmagnesium bromide (1.1 mol. equiv., from above). After 30 mins, the reaction was quenched by the addition of 25% aqueous NH4OAc solution. The mixture was then extracted with ethyl acetate (x2), the organic phase was washed with brine (x2), dried and evaporated under reduced pressure. The title compound was obtained after recrystallization from ethyl acetate/hexane, m.p. 118°-119°.